Dataset: the Open Reaction Database (ORD), a public repository of structured organic reaction records. Task: describe an organic reaction: reactants, conditions, products, and yield Reactants: ON=C(C(=O)OCC)C(=O)C1=CC=C(C=C1)F (Ethyl 2-hydroxyimino-3-(4-fluorophenyl)-3-oxopropionate), NCC1=CC=CC2=CC=CC=C12 (1-aminomethylnaphthalene). The product is FC1=CC=C(C=C1)C1=C(N=C(N1)C1=CC=CC2=CC=CC=C12)C(=O)OCC (ethyl 5-(4-fluorophenyl)-2-(1-naphthyl)imidazole-4-carboxylate). Yield: 21.9%. RXN SMILES: O[N:2]=[C:3]([C:9]([C:11]1[CH:16]=[CH:15][C:14]([F:17])=[CH:13][CH:12]=1)=O)[C:4]([O:6][CH2:7][CH3:8])=[O:5].[NH2:18][CH2:19][C:20]1[C:29]2[C:24](=[CH:25][CH:26]=[CH:27][CH:28]=2)[CH:23]=[CH:22][CH:21]=1>>[F:17][C:14]1[CH:15]=[CH:16][C:11]([C:9]2[NH:18][C:19]([C:20]3[C:29]4[C:24](=[CH:25][CH:26]=[CH:27][CH:28]=4)[CH:23]=[CH:22][CH:21]=3)=[N:2][C:3]=2[C:4]([O:6][CH2:7][CH3:8])=[O:5])=[CH:12][CH:13]=1. Procedure details: Ethyl 2-hydroxyimino-3-(4-fluorophenyl)-3-oxopropionate (10.0 g) and 1-aminomethylnaphthalene (8.3 g) were reacted and treated in the same manner as in Starting Material Synthetic Example 1 to give ethyl 5-(4-fluorophenyl)-2-(1-naphthyl)imidazole-4-carboxylate (3.3 g). 3.0 g therefrom was dissolved in ethyl alcohol (100 ml) and 1 M sodium hydroxide solution (20 ml) was added. The mixture was reacted and treated in the same manner as in Starting Material Synthetic Example 2 to give 5-(4-fluorophe... The reactants are C(N)(=O)C1=C(OC2=C(C1=O)C=CC(=C2)O)C(=O)OCC (ethyl 3-carbamoyl-7-hydroxy-4-oxo-4H-1-benzopyran-2-carboxylate), O (water). Run in S(O)(O)(=O)=O (sulfuric acid). Product: OC1=CC2=C(C(C(=C(O2)C(=O)O)C(=O)O)=O)C=C1 (7-Hydroxy-4-oxo-4H-1-benzopyran-2,3-dicarboxylic acid). Reaction SMILES: [C:1]([C:4]1[C:9](=[O:10])[C:8]2[CH:11]=[CH:12][C:13]([OH:15])=[CH:14][C:7]=2[O:6][C:5]=1[C:16]([O:18]CC)=[O:17])(=[O:3])N.[OH2:21]>S(=O)(=O)(O)O>[OH:15][C:13]1[CH:12]=[CH:11][C:8]2[C:9](=[O:10])[C:4]([C:1]([OH:3])=[O:21])=[C:5]([C:16]([OH:18])=[O:17])[O:6][C:7]=2[CH:14]=1. Procedure: A mixture of 2.0 g (7.2 mmol) of ethyl 3-carbamoyl-7-hydroxy-4-oxo-4H-1-benzopyran-2-carboxylate in 10 ml of 80% sulfuric acid was heated over a steam bath for 1 hr. and then poured into 50 ml of water. This was filtered and the filtrate evaporated in vacuo. The gummy residue was triturated with a minimum amount of water, the solid filtered and dried, mp 255°-257°C. Procedure details: 1-[3-(6-Bromo-3H-imidazo[4,5-b]pyridin-3-yl)phenyl]pyrrolidin-2-one was prepared from 1-[3-(5-bromo-3-nitropyridin-2-ylamino)phenyl]pyrrolidin-2-one as described in Example 1. Oxalate salt, white crystals, m.p. 194-195° C. (from ethanol); δH (360 MHz, d6-DMSO) 2.10 (2H, quin, J 7), 2.56 (2H, t, J 8), 3.92 (2H, t, J 7), 7.58-7.65 (2H, m), 7.78-7.81 (1H, m), 8.19 (1H, s), 8.52-8.54 (2H, m), 8.93 (1H, s); m/z (ES+) 357 and 359 (M++H). Product: BrC=1C=C2C(=NC1)N(C=N2)C=2C=C(C=CC2)N2C(CCC2)=O (1-[3-(6-Bromo-3H-imidazo[4,5-b]pyridin-3-yl)phenyl]pyrrolidin-2-one). Reaction SMILES: [Br:1][C:2]1[CH:3]=[C:4]([N+:21]([O-])=O)[C:5]([NH:8][C:9]2[CH:10]=[C:11]([N:15]3[CH2:19][CH2:18][CH2:17][C:16]3=[O:20])[CH:12]=[CH:13][CH:14]=2)=[N:6][CH:7]=1.[CH2:24](O)C>>[Br:1][C:2]1[CH:3]=[C:4]2[N:21]=[CH:24][N:8]([C:9]3[CH:10]=[C:11]([N:15]4[CH2:19][CH2:18][CH2:17][C:16]4=[O:20])[CH:12]=[CH:13][CH:14]=3)[C:5]2=[N:6][CH:7]=1. The reactants are BrC=1C=C(C(=NC1)NC=1C=C(C=CC1)N1C(CCC1)=O)[N+](=O)[O-] (1-[3-(5-bromo-3-nitropyridin-2-ylamino)phenyl]pyrrolidin-2-one), Oxalate salt, C(C)O (ethanol). Conditions: temperature 100 celsius, time 6 hour. The reactants are C([O-])([O-])=O.[K+].[K+] (potassium carbonate), C(CC(O)(C(=O)O)CC(=O)O)(=O)O (citric acid), OC(C(=O)OC)C(C1=CC=CC=C1)(C1=CC=CC=C1)OC (methyl 2-hydroxy-3-methoxy-3,3-diphenyl-propionate), COC1=NC(=CC(=N1)Cl)OC (2,6-dimethoxy-4-chloropyrimidine). The product is COC1=NC(=CC(=N1)OC(C(=O)OC)C(C1=CC=CC=C1)(C1=CC=CC=C1)OC)OC (Methyl 2-(2,6-dimethoxy-4-pyrimidyloxy)-3-methoxy-3,3-diphenyl-propionate). RXN SMILES: [OH:1][CH:2]([C:7]([O:20][CH3:21])([C:14]1[CH:19]=[CH:18][CH:17]=[CH:16][CH:15]=1)[C:8]1[CH:13]=[CH:12][CH:11]=[CH:10][CH:9]=1)[C:3]([O:5][CH3:6])=[O:4].C(=O)([O-])[O-].[K+].[K+].[CH3:28][O:29][C:30]1[N:35]=[C:34](Cl)[CH:33]=[C:32]([O:37][CH3:38])[N:31]=1.C(O)(=O)CC(CC(O)=O)(C(O)=O)O>CN(C)C=O.O>[CH3:28][O:29][C:30]1[N:35]=[C:34]([O:1][CH:2]([C:7]([O:20][CH3:21])([C:8]2[CH:13]=[CH:12][CH:11]=[CH:10][CH:9]=2)[C:14]2[CH:19]=[CH:18][CH:17]=[CH:16][CH:15]=2)[C:3]([O:5][CH3:6])=[O:4])[CH:33]=[C:32]([O:37][CH3:38])[N:31]=1 |f:1.2.3|. Reported procedure: 1.15 g (4 mmol) of methyl 2-hydroxy-3-methoxy-3,3-diphenyl-propionate were dissolved in 10 ml of dimethylformamide, and 276 mg (2 mmol) of potassium carbonate were added. Then 524 mg (3 mmol) of 2,6-dimethoxy-4-chloropyrimidine were added, and the mixture was stirred at 100° C. for 6 hours. It was then cautiously hydrolyzed with 10 ml of water, the pH was adjusted to 5 with citric acid and, after extraction with ethyl acetate, the organic phase was washed with water then dried over magnesium sul... Run in CN(C=O)C (dimethylformamide), O (water). Reactants: O=C([O-])[O-], CI, CCOC(C)=O, [K+], [K+], CN(C)C=O, CN1Cc2c(O)ccc([N+](=O)[O-])c2C1=O. Yields the product COc1ccc([N+](=O)[O-])c2c1CN(C)C2=O. RXN SMILES: [C:16](=[O:17])([O-:18])[O-:19].[CH3:27][I:28].[CH3:29][CH2:30][O:31][C:32]([CH3:33])=[O:34].[K+:20].[K+:21].[O:22]=[CH:23][N:24]([CH3:25])[CH3:26].[OH:1][c:2]1[c:3]2[c:7]([c:8]([N+:11](=[O:12])[O-:13])[cH:9][cH:10]1)[C:6](=[O:14])[N:5]([CH3:15])[CH2:4]2>>[O:1]([c:2]1[c:3]2[c:7]([c:8]([N+:11](=[O:12])[O-:13])[cH:9][cH:10]1)[C:6](=[O:14])[N:5]([CH3:15])[CH2:4]2)[CH3:16]. The reactants are CC(C)N ((1-methylethyl)amine), C=O (formaldehyde), C[Si](C)(C)N=[N+]=[N-] (trimethylsilyl azide), FC(C1=CC=C(C=C1)[N+]#[C-])(F)F (4-(trifluoromethyl)phenyl isocyanide). Run in CO (methanol). Reaction conditions: time 2 day. The product is FC(C1=CC=C(C=C1)N1N=NN=C1CNC(C)C)(F)F (N-({1-[4-(Trifluoromethyl)phenyl]-1H-tetrazol-5-yl}methyl)-2-propanamine). Isolated yield 29.2%. RXN SMILES: [CH3:1][CH:2]([NH2:4])[CH3:3].[CH2:5]=O.C[Si]([N:11]=[N+:12]=[N-:13])(C)C.[F:14][C:15]([F:25])([F:24])[C:16]1[CH:21]=[CH:20][C:19]([N+:22]#[C-:23])=[CH:18][CH:17]=1>CO>[F:14][C:15]([F:24])([F:25])[C:16]1[CH:17]=[CH:18][C:19]([N:22]2[C:23]([CH2:5][NH:4][CH:2]([CH3:3])[CH3:1])=[N:13][N:12]=[N:11]2)=[CH:20][CH:21]=1. Procedure: A solution of (1-methylethyl)amine (0.077 mL, 0.900 mmol) and formaldehyde (35% aqueous) (0.067 mL, 0.9 mmol) in methanol (4 mL) was stirred at room temperature for 1.5 h before adding trimethylsilyl azide (0.155 mL, 1.170 mmol) and 4-(trifluoromethyl)phenyl isocyanide (200 mg, 1.170 mmol, Fluorochem, Old Glossop, UK). After stirring for 2 days the solution was concentrated in vacuo. The resulting residue was purified using MDAP. Fractions containing product were combined and concentrated in vac... The reactants are CC(C(=O)NC=1C=NC(=CC1)OC1=C2C(CCOC2=CC=C1)C)(C)NC(OC(C)(C)C)=O (tert-butyl N-[1,1-dimethyl-2-[[6-(4-methylchroman-5-yl)oxy-3-pyridyl]amino]-2-oxo-ethyl]carbamate), CC(C(=O)NC=1C=NC(=CC1)OC1=C2C(CCOC2=CC=C1)C)(C)NC(OC(C)(C)C)=O (tert-butyl N-[1,1-dimethyl-2-[[6-(4-methylchroman-5-yl)oxy-3-pyridyl]amino]-2-oxo-ethyl]carbamate), C(=O)(C(F)(F)F)O (TFA). Run in ClCCl (Dichloromethane). Run at temperature 0 celsius, time 2 hour. Yields the product NC(C(=O)NC=1C=NC(=CC1)OC1=C2C(CCOC2=CC=C1)C)(C)C (2-amino-2-methyl-N-[6-(4-methylchroman-5-yl)oxy-3-pyridyl]propanamide). Yield: 72.1%. RXN SMILES: [CH3:1][C:2]([NH:25]C(=O)OC(C)(C)C)([CH3:24])[C:3]([NH:5][C:6]1[CH:7]=[N:8][C:9]([O:12][C:13]2[CH:22]=[CH:21][CH:20]=[C:19]3[C:14]=2[CH:15]([CH3:23])[CH2:16][CH2:17][O:18]3)=[CH:10][CH:11]=1)=[O:4].C(O)(C(F)(F)F)=O>ClCCl>[NH2:25][C:2]([CH3:1])([CH3:24])[C:3]([NH:5][C:6]1[CH:7]=[N:8][C:9]([O:12][C:13]2[CH:22]=[CH:21][CH:20]=[C:19]3[C:14]=2[CH:15]([CH3:23])[CH2:16][CH2:17][O:18]3)=[CH:10][CH:11]=1)=[O:4]. Procedure: In a 50 mL round-bottomed flask tert-butyl N-[1,1-dimethyl-2-[[6-(4-methylchroman-5-yl)oxy-3-pyridyl]amino]-2-oxo-ethyl]carbamate (Intermediate 214, 63.3 mg, 0.093 mmol), was dissolved in Dichloromethane (DCM) (3 mL) to give a pale yellow solution. The reaction mixture was cooled at 0° C. and TFA (3 mL, 38.9 mmol) was added. The reaction mixture was stirred at 0° C. for 2 hours. The reaction mixture was evaporated in vacuo to give the crude product as a pale yellow oil. The residue was charged o...